Dataset: the Open Reaction Database (ORD), a public repository of structured organic reaction records. Task: describe an organic reaction: reactants, conditions, products, and yield Reactants: [BH4-], CC(C)(C)[Si](C)(C)N1CCc2cc(C=O)cnc21, CCO, [Na+]. The product is CC(C)(C)[Si](C)(C)N1CCc2cc(CO)cnc21. As a reaction SMILES: [BH4-:19].[C:1]([CH3:2])([CH3:3])([CH3:4])[Si:5]([N:6]1[CH2:7][CH2:8][c:9]2[c:10]1[n:11][cH:12][c:13]([CH:15]=[O:16])[cH:14]2)([CH3:17])[CH3:18].[CH3:21][CH2:22][OH:23].[Na+:20]>>[C:1]([CH3:2])([CH3:3])([CH3:4])[Si:5]([N:6]1[CH2:7][CH2:8][c:9]2[c:10]1[n:11][cH:12][c:13]([CH2:15][OH:16])[cH:14]2)([CH3:17])[CH3:18]. The reactants are FC1=C(C(=C(C(=C1[SiH](OCCCl)C1=C(C(=C(C(=C1F)F)F)F)F)F)F)F)F (di(pentafluorophenyl)chloroethoxysilane), C1(=C(F)C(F)=C(F)C(F)=C1F)[Li] (C6F5—Li). Solvent: CCOCC (Et2O), CCOCC (Et2O). Yields the product FC1=C(C(=C(C(=C1C(CO[SiH3])(C1=C(C(=C(C(=C1F)F)F)F)F)C1=C(C(=C(C(=C1F)F)F)F)F)F)F)F)F (tri(pentafluorophenyl)ethoxysilane), [Si](C1=C(F)C(F)=C(F)C(F)=C1F)(C1=C(F)C(F)=C(F)C(F)=C1F)(C1=C(F)C(F)=C(F)C(F)=C1F)OCC ((C6F5)3SiOEt). Reaction SMILES: [F:1][C:2]1[C:7]([SiH:8]([C:13]2[C:18]([F:19])=[C:17]([F:20])[C:16]([F:21])=[C:15]([F:22])[C:14]=2[F:23])[O:9][CH2:10][CH2:11]Cl)=[C:6]([F:24])[C:5]([F:25])=[C:4]([F:26])[C:3]=1[F:27].[C:28]1([Li])[C:37]([F:38])=[C:35]([F:36])[C:33]([F:34])=[C:31]([F:32])[C:29]=1[F:30]>CCOCC>[F:38][C:37]1[C:28]([C:11]([C:13]2[C:14]([F:23])=[C:15]([F:22])[C:16]([F:21])=[C:17]([F:20])[C:18]=2[F:19])([C:28]2[C:37]([F:38])=[C:35]([F:36])[C:33]([F:34])=[C:31]([F:32])[C:29]=2[F:30])[CH2:10][O:9][SiH3:8])=[C:29]([F:30])[C:31]([F:32])=[C:33]([F:34])[C:35]=1[F:36].[Si:8]([O:9][CH2:10][CH3:11])([C:28]1[C:29]([F:30])=[C:31]([F:32])[C:33]([F:34])=[C:35]([F:36])[C:37]=1[F:38])([C:13]1[C:18]([F:19])=[C:17]([F:20])[C:16]([F:21])=[C:15]([F:22])[C:14]=1[F:23])[C:7]1[C:6]([F:24])=[C:5]([F:25])[C:4]([F:26])=[C:3]([F:27])[C:2]=1[F:1]. Reported procedure: 88.54 g (0.200 mol) of di(pentafluorophenyl)chloroethoxysilane in Et2O is slowly added to solution of C6F5—Li (0.200 mol, 34.80 g, prepared in situ) in Et2O at −78° C. The solution is stirred for over night allowing it to warm up to room temperature. Formed clear solution is filtered and evaporated to dryness to result tri(pentafluorophenyl)ethoxysilane, (C6F5)3SiOEt. Starting materials: CC(C)(C)OC(=O)CBr, [Cl-], [H-], [NH4+], [Na+], O=C(Cn1ccc(=O)[nH]c1=O)OCc1ccccc1, CN(C)C=O. Product: CC(C)(C)OC(=O)Cn1c(=O)ccn(CC(=O)OCc2ccccc2)c1=O. RXN SMILES: [Br:22][CH2:23][C:24](=[O:25])[O:26][C:27]([CH3:28])([CH3:29])[CH3:30].[Cl-:31].[H-:20].[NH4+:32].[Na+:21].[O:1]=[c:2]1[n:3]([CH2:9][C:10](=[O:11])[O:12][CH2:13][c:14]2[cH:15][cH:16][cH:17][cH:18][cH:19]2)[cH:4][cH:5][c:6](=[O:8])[nH:7]1.[O:33]=[CH:34][N:35]([CH3:36])[CH3:37]>>[O:1]=[c:2]1[n:3]([CH2:9][C:10](=[O:11])[O:12][CH2:13][c:14]2[cH:15][cH:16][cH:17][cH:18][cH:19]2)[cH:4][cH:5][c:6](=[O:8])[n:7]1[CH2:23][C:24](=[O:25])[O:26][C:27]([CH3:28])([CH3:29])[CH3:30]. Starting materials: COC(=O)c1sc(-c2cccc(NC3CCNCC3)c2)c(Br)c1OCC(=O)OC(C)(C)C, ClCCl, [Na+], O=C([O-])O, O=S(=O)(Cl)c1cccc2ccccc12. Product: COC(=O)c1sc(-c2cccc(NC3CCN(S(=O)(=O)c4cccc5ccccc45)CC3)c2)c(Br)c1OCC(=O)OC(C)(C)C. RXN SMILES: [CH3:1][O:2][C:3](=[O:4])[c:5]1[s:6][c:7](-[c:20]2[cH:21][c:22]([NH:26][CH:27]3[CH2:28][CH2:29][NH:30][CH2:31][CH2:32]3)[cH:23][cH:24][cH:25]2)[c:8]([Br:19])[c:9]1[O:10][CH2:11][C:12](=[O:13])[O:14][C:15]([CH3:16])([CH3:17])[CH3:18].[Cl:52][CH2:53][Cl:54].[Na+:51].[O-:47][C:48]([OH:49])=[O:50].[c:33]1([S:43](=[O:44])(=[O:45])[Cl:46])[cH:34][cH:35][cH:36][c:37]2[cH:38][cH:39][cH:40][cH:41][c:42]12>>[CH3:1][O:2][C:3](=[O:4])[c:5]1[s:6][c:7](-[c:20]2[cH:21][c:22]([NH:26][CH:27]3[CH2:28][CH2:29][N:30]([S:43]([c:33]4[cH:34][cH:35][cH:36][c:37]5[cH:38][cH:39][cH:40][cH:41][c:42]45)(=[O:44])=[O:45])[CH2:31][CH2:32]3)[cH:23][cH:24][cH:25]2)[c:8]([Br:19])[c:9]1[O:10][CH2:11][C:12](=[O:13])[O:14][C:15]([CH3:16])([CH3:17])[CH3:18]. Starting materials: C(C)(C)(C)OC(=O)N([C@H](C(=O)N[C@H](C(=O)N1[C@@H](CC=2C1=NC=CC2)C(=O)O)C(C)C)C)C ((S)-1-((S)-2-((S)-2-(tert-butoxycarbonyl(methyl)amino)propanamido)-3-methylbutanoyl)-2,3-dihydro-1H-pyrrolo[2,3-b]pyridine-2-carboxylic acid), C(C)(C)(C)OC(=O)N([C@H](C(=O)N[C@H](C(=O)N1[C@@H](CC=2C1=NC=CC2)C(=O)O)C(C)C)C)C ((S)-1-((S)-2-((S)-2-(tert-butoxycarbonyl(methyl)amino)propanamido)-3-methylbutanoyl)-2,3-dihydro-1H-pyrrolo[2,3-b]pyridine-2-carboxylic acid), C(C)(C)N(CC)C(C)C (diisopropylethylamine), C1(=CC=CC=C1)P(=O)(C1=CC=CC=C1)Cl (diphenylphosphinic chloride), FC1=C(N)C=C(C=C1)C (2-fluoro-5-methylaniline), OS(=O)(=O)[O-].[K+] (KHSO4). Run in C(Cl)Cl (DCM). Reaction conditions: time 5 minute. Product: FC1=C(C=C(C=C1)C)NC(=O)[C@@H]1CC=2C(=NC=CC2)N1C([C@H](C(C)C)NC([C@H](C)N(C(OC(C)(C)C)=O)C)=O)=O (tert-butyl (S)-1-((S)-1-((S)-2-(2-fluoro-5-methylphenylcarbamoyl)-2,3-dihydro-1H-pyrrolo[2,3-b]pyridin-1-yl)-3-methyl-1-oxobutan-2-ylamino)-1-oxopropan-2-yl(methyl)carbamate). Isolated yield 79.4%. RXN SMILES: [C:1]([O:5][C:6]([N:8]([CH3:32])[C@@H:9]([CH3:31])[C:10]([NH:12][C@@H:13]([CH:28]([CH3:30])[CH3:29])[C:14]([N:16]1[C:20]2=[N:21][CH:22]=[CH:23][CH:24]=[C:19]2[CH2:18][C@H:17]1[C:25]([OH:27])=O)=[O:15])=[O:11])=[O:7])([CH3:4])([CH3:3])[CH3:2].C(N(C(C)C)CC)(C)C.C1(P(Cl)(C2C=CC=CC=2)=O)C=CC=CC=1.[F:57][C:58]1[CH:64]=[CH:63][C:62]([CH3:65])=[CH:61][C:59]=1[NH2:60].OS([O-])(=O)=O.[K+]>C(Cl)Cl>[F:57][C:58]1[CH:64]=[CH:63][C:62]([CH3:65])=[CH:61][C:59]=1[NH:60][C:25]([C@H:17]1[N:16]([C:14](=[O:15])[C@@H:13]([NH:12][C:10](=[O:11])[C@@H:9]([N:8]([CH3:32])[C:6](=[O:7])[O:5][C:1]([CH3:2])([CH3:4])[CH3:3])[CH3:31])[CH:28]([CH3:30])[CH3:29])[C:20]2=[N:21][CH:22]=[CH:23][CH:24]=[C:19]2[CH2:18]1)=[O:27] |f:4.5|. Reported procedure: To a solution of (S)-1-((S)-2-((S)-2-(tert-butoxycarbonyl(methyl)amino)propanamido)-3-methylbutanoyl)-2,3-dihydro-1H-pyrrolo[2,3-b]pyridine-2-carboxylic acid (Intermediate 8) (50 mg, 111 μmol, Eq: 1.00) and diisopropylethylamine (58.4 μL, 334 μmol, Eq: 3) in DCM (1.5 mL) was added diphenylphosphinic chloride (58.0 mg, 46.7 μL, 245 μmol, Eq: 2.2). After stirring for 5 min, 2-fluoro-5-methylaniline (21 mg, 167 μmol, Eq: 1.5) was added and the resulting solution was stirred at rt for 2 days. The re... Reactants: BrBr (bromine), C(C)(C)SC1=C2C(=C(S1)C(=O)OCC)CCCC2=O (Ethyl 4,5,6,7-tetrahydro-3-isopropylthio-4-oxobenzo[c]thiophene-1-carboxylate), O (water). The solvent is CO (methanol), CO (methanol). Run at time 2 hour. Product: BrC1C(C=2C(=C(SC2SC(C)C)C(=O)OCC)CC1)=O (ethyl 5-bromo-4,5,6,7-tetrahydro-3-isopropylthio-4-oxobenzo[c]thiophene-1-carboxylate). Yield: 83.8%. Reaction SMILES: [CH:1]([S:4][C:5]1[S:9][C:8]([C:10]([O:12][CH2:13][CH3:14])=[O:11])=[C:7]2[CH2:15][CH2:16][CH2:17][C:18](=[O:19])[C:6]=12)([CH3:3])[CH3:2].[Br:20]Br.O>CO>[Br:20][CH:17]1[CH2:16][CH2:15][C:7]2=[C:8]([C:10]([O:12][CH2:13][CH3:14])=[O:11])[S:9][C:5]([S:4][CH:1]([CH3:2])[CH3:3])=[C:6]2[C:18]1=[O:19]. Reported procedure: Ethyl 4,5,6,7-tetrahydro-3-isopropylthio-4-oxobenzo[c]thiophene-1-carboxylate (2.50 g) was dissolved in methanol (80 ml); a solution of bromine (1.34 g) in methanol (8.6 ml) was added dropwise at room temperature. After the reaction mixture was stirred at room temperature for 2 hours, it was poured over water and extracted with ethyl acetate. The organic layer was washed with an aqueous solution of sodium thiosulfate, a saturated aqueous solution of sodium hydrogen carbonate and water in that or... Starting materials: O=C1C=2C=CC(=CC2CCC1)OS(=O)(=O)C(F)(F)F (trifluoro-methanesulfonic acid 5-oxo-5,6,7,8-tetrahydro-naphthalen-2-yl ester), CN1C(=CC=C1)C#N (1-methyl-2-cyanopyrrole). Product: CN1C(=CC=C1C1=CC=2CCCC(C2C=C1)=O)C#N (1-methyl-5-(5-oxo-5,6,7,8-tetrahydronaphthalen-2-yl)-1H-pyrrole-2-carbonitrile). RXN SMILES: [O:1]=[C:2]1[CH2:11][CH2:10][CH2:9][C:8]2[CH:7]=[C:6](OS(C(F)(F)F)(=O)=O)[CH:5]=[CH:4][C:3]1=2.[CH3:20][N:21]1[CH:25]=[CH:24][CH:23]=[C:22]1[C:26]#[N:27]>>[CH3:20][N:21]1[C:25]([C:6]2[CH:5]=[CH:4][C:3]3[C:2](=[O:1])[CH2:11][CH2:10][CH2:9][C:8]=3[CH:7]=2)=[CH:24][CH:23]=[C:22]1[C:26]#[N:27]. Procedure: The title compound was prepared from trifluoro-methanesulfonic acid 5-oxo-5,6,7,8-tetrahydro-naphthalen-2-yl ester and 1-methyl-2-cyanopyrrole according to the coupling procedure as described in example 1. MS (ES) m/z 251.2; HRMS: calcd for C16H14N2O+H+, 251.11789; found (ESI, [M+H]+), 251.1186.